Dataset: the Open Reaction Database (ORD), a public repository of structured organic reaction records. Task: describe an organic reaction: reactants, conditions, products, and yield Starting materials: FC1=C(C#N)C=C(C=C1)C(F)(F)F (2-Fluoro-5-trifluoromethyl-benzonitrile), NN.O (NH2NH2.H2O). Solvent: CCCCO (n-BuOH). Yields the product FC(C=1C=C2C(=NNC2=CC1)N)(F)F (5-trifluoromethyl-1H-indazol-3-ylamine). RXN SMILES: F[C:2]1[CH:9]=[CH:8][C:7]([C:10]([F:13])([F:12])[F:11])=[CH:6][C:3]=1[C:4]#[N:5].[NH2:14][NH2:15].O>CCCCO>[F:11][C:10]([F:12])([F:13])[C:7]1[CH:6]=[C:3]2[C:2](=[CH:9][CH:8]=1)[NH:15][N:14]=[C:4]2[NH2:5] |f:1.2|. Procedure: 2-Fluoro-5-trifluoromethyl-benzonitrile (2.66 g) was dissolved in n-BuOH (51 ml) prior to the addition of NH2NH2.H2O (1.02 ml). The solution was heated to reflux for 30 min. After cooling to rt, the solution was concentrated and CH2Cl2 was added. The organic layer was washed with H2O, brine, dried, filtered, and concentrated in high vacuum to give 5-trifluoromethyl-1H-indazol-3-ylamine (2.25 g): 1H NMR (DMSO, δppm, 300 mHz) 5.70 (s, br, 2H), 7.40 (dd, 2H), 8.20 (s, 1H), 11.90 (s, br, 1H). Yields the product CC(Cc1cccn1-c1ccccc1)C(=O)O. As a reaction SMILES: [CH3:1][CH:2]([C:3](=[O:4])[O:5][CH2:6][CH3:7])[CH2:8][c:9]1[n:10](-[c:14]2[cH:15][cH:16][cH:17][cH:18][cH:19]2)[cH:11][cH:12][cH:13]1.[ClH:20]>>[CH3:1][CH:2]([C:3](=[O:4])[OH:5])[CH2:8][c:9]1[n:10](-[c:14]2[cH:15][cH:16][cH:17][cH:18][cH:19]2)[cH:11][cH:12][cH:13]1. Starting materials: CCOC(=O)C(C)Cc1cccn1-c1ccccc1, Cl. The yield is 67.6%. Product: FC(OC1=C(C=CC=C1)N1N=C(C(C(=C1)OC)=O)C1=CC=NN1C1=CC=CC=C1)F (1-[2-(Difluoromethoxy)phenyl]-5-methoxy-3-(1-phenyl-1H-pyrazol-5-yl)pyridazin-4(1H)-one). RXN SMILES: [F:1][CH:2]([F:26])[O:3][C:4]1[CH:9]=[CH:8][CH:7]=[CH:6][C:5]=1[N:10]1[CH:15]=[C:14]([O:16][CH3:17])[C:13](=[O:18])[C:12]([C:19](=O)[CH:20]=[CH:21][N:22](C)C)=[N:11]1.[C:27]1([NH:33]N)[CH:32]=[CH:31][CH:30]=[CH:29][CH:28]=1>CC(O)=O>[F:1][CH:2]([F:26])[O:3][C:4]1[CH:9]=[CH:8][CH:7]=[CH:6][C:5]=1[N:10]1[CH:15]=[C:14]([O:16][CH3:17])[C:13](=[O:18])[C:12]([C:19]2[N:33]([C:27]3[CH:32]=[CH:31][CH:30]=[CH:29][CH:28]=3)[N:22]=[CH:21][CH:20]=2)=[N:11]1. Reactants: FC(OC1=C(C=CC=C1)N1N=C(C(C(=C1)OC)=O)C(C=CN(C)C)=O)F (1-[2-(difluoromethoxy)phenyl]-3-[3-(dimethylamino)prop-2-enoyl]-5-methoxypyridazin-4(1H)-one), C1(=CC=CC=C1)NN (phenylhydrazine). Procedure: A solution of 1-[2-(difluoromethoxy)phenyl]-3-[3-(dimethylamino)prop-2-enoyl]-5-methoxypyridazin-4(1H)-one (0.50 g, 1.369 mmol) and phenylhydrazine (0.269 mL, 2.74 mmol) in AcOH (5 mL) was refluxed for 2 h. After cooling to room temperature, the mixture was concentrated under reduced pressure. The residue was diluted with AcOEt, washed successively with 1 M HCl aqueous solution, saturated NaHCO3 aqueous solution, and brine, dried over MgSO4, and concentrated under reduced pressure. The residue w... The solvent is CC(=O)O (AcOH). Starting materials: ClC=1C=C(C=CC1)N1N=C(C(=C1C)C(=O)O)C (1-(3-chloro-phenyl)-3,5-dimethyl-1H-pyrazole-4-carboxylic acid), N1(CCCC1)C1CCNCC1 (4-pyrrolidine-1-yl-piperidine). Product: ClC=1C=C(C=CC1)N1N=C(C(=C1C)C(=O)N1CCC(CC1)N1CCCC1)C ([[1-(3-Chloro-phenyl)-3,5-dimethyl-1H-pyrazol-4-yl]]-(4-pyrrolidin-1-yl-piperidin-1-yl)-methanone). Isolated yield 98.0%. RXN SMILES: [Cl:1][C:2]1[CH:3]=[C:4]([N:8]2[C:12]([CH3:13])=[C:11]([C:14]([OH:16])=O)[C:10]([CH3:17])=[N:9]2)[CH:5]=[CH:6][CH:7]=1.[N:18]1([CH:23]2[CH2:28][CH2:27][NH:26][CH2:25][CH2:24]2)[CH2:22][CH2:21][CH2:20][CH2:19]1>>[Cl:1][C:2]1[CH:3]=[C:4]([N:8]2[C:12]([CH3:13])=[C:11]([C:14]([N:26]3[CH2:27][CH2:28][CH:23]([N:18]4[CH2:22][CH2:21][CH2:20][CH2:19]4)[CH2:24][CH2:25]3)=[O:16])[C:10]([CH3:17])=[N:9]2)[CH:5]=[CH:6][CH:7]=1. Reported procedure: In analogy to the procedure described in Example 18], 1-(3-chloro-phenyl)-3,5-dimethyl-1H-pyrazole-4-carboxylic acid and 4-pyrrolidine-1-yl-piperidine gave the title compound in 98% yield as light brown solid. MS: 387.3 (MH+, Cl). Starting materials: C1(CCCCC1)C1=CC=C(C=2N=C(SC21)N)OC (7-cyclohexyl-4-methoxy-benzothiazol-2-ylamine), C(C)N(C(C)C)C(C)C (ethyl diisopropyl amine), FC1=CC=C(C(=O)Cl)C=C1 (4-fluoro-benzoyl chloride). Run in C1CCOC1 (THF). Run at temperature 70 celsius. The product is C1(CCCCC1)C1=CC=C(C=2N=C(SC21)NC(C2=CC=C(C=C2)F)=O)OC (N-(7-cyclohexyl-4-methoxy-benzothiazol-2-yl)-4-fluoro-benzamide). The yield is 13.7%. RXN SMILES: [CH:1]1([C:7]2[C:15]3[S:14][C:13]([NH2:16])=[N:12][C:11]=3[C:10]([O:17][CH3:18])=[CH:9][CH:8]=2)[CH2:6][CH2:5][CH2:4][CH2:3][CH2:2]1.C(N(C(C)C)C(C)C)C.[F:28][C:29]1[CH:37]=[CH:36][C:32]([C:33](Cl)=[O:34])=[CH:31][CH:30]=1>C1COCC1>[CH:1]1([C:7]2[C:15]3[S:14][C:13]([NH:16][C:33](=[O:34])[C:32]4[CH:36]=[CH:37][C:29]([F:28])=[CH:30][CH:31]=4)=[N:12][C:11]=3[C:10]([O:17][CH3:18])=[CH:9][CH:8]=2)[CH2:2][CH2:3][CH2:4][CH2:5][CH2:6]1. Procedure: To a solution of 0.05 g (0.19 mMol) 7-cyclohexyl-4-methoxy-benzothiazol-2-ylamine in 2 ml THF were added 0.1 ml ethyl diisopropyl amine and 0.027 ml (0.23 mMol) 4-fluoro-benzoyl chloride. The reaction mixture was heated to 70° C. for 2 h. The solvent was evaporated to dryness, the residue taken up in dichloro methane and washed with water and brine. The organic phase was dried over sodium sulfate and evaporated to dryness in vacuo. The residue was subjected to column chromatography (ethyl acetat...